Dataset: the Open Reaction Database (ORD), a public repository of structured organic reaction records. Task: describe an organic reaction: reactants, conditions, products, and yield Starting materials: C(C)(C)(C)OC(=O)N1C(C=C(C2=CC(=CC=C12)B(O)O)C)(C)C ((1-tert-butyloxycarbonyl-1,2-dihydro-2,2,4-trimethyl-6-quinolinyl)boronic acid), BrC=1C=C(SC1)C#N (4-bromo-2-cyanothiophene). The product is CC1(NC2=CC=CC=C2C(=C1)C)C (1,2-dihydro-2,2,4-trimethylquinoline). The yield is 146.6%. Reaction SMILES: C(OC([N:8]1[C:17]2[C:12](=[CH:13][C:14](B(O)O)=[CH:15][CH:16]=2)[C:11]([CH3:21])=[CH:10][C:9]1([CH3:23])[CH3:22])=O)(C)(C)C.BrC1C=C(C#N)SC=1>>[CH3:22][C:9]1([CH3:23])[CH:10]=[C:11]([CH3:21])[C:12]2[C:17](=[CH:16][CH:15]=[CH:14][CH:13]=2)[NH:8]1. Procedure: This compound was prepared by General Method 2 from compound 9 (200 mg, 0.63 mmol) and 4-bromo-2-cyanothiophene (0.50 g, 2.65 mmol). The crude product was purified by prep. TLC (20×20 cm, 1000 μm, 25% ETOAc:Hexane) to afford 160 mg (91%) of Compound 452 as a yellow oil. Data for Compound 452: Rf 0.50 (silica gel, 25% EtOAc:hex); 1H NMR(400 MHz, CDCl3) 7.79 (s, 1H), 7.46 (s, 1H), 7.20 (s, 1H), 7.16 (d, J=8.3, 1H), 6.46 (d, J=8.3, 1H), 2.03 (s, 3H), 1.31 (s, 6H); IR (film, NaCl) 1159, 1381, 1402, ... The reactants are C(C)(C)(C)C1=NNC(=C1)N (3-tert.-butyl-5-amino-1H-pyrazole), COC1=C(C(=O)Cl)C(=CC=C1)OC (2,6-dimethoxybenzoyl chloride). The solvent is C1=CC=CC=C1 (benzene). Yields the product CC(C)(C)C1=NNC(=C1)NC(C1=C(C=CC=C1OC)OC)=O (N-[3-(1,1-dimethylethyl)-1H-pyrazol-5-yl]-2,6-dimethoxybenzamide). Yield: 18.2%. Reaction SMILES: [C:1]([C:5]1[CH:9]=[C:8]([NH2:10])[NH:7][N:6]=1)([CH3:4])([CH3:3])[CH3:2].[CH3:11][O:12][C:13]1[CH:21]=[CH:20][CH:19]=[C:18]([O:22][CH3:23])[C:14]=1[C:15](Cl)=[O:16]>C1C=CC=CC=1>[CH3:2][C:1]([C:5]1[CH:9]=[C:8]([NH:10][C:15](=[O:16])[C:14]2[C:18]([O:22][CH3:23])=[CH:19][CH:20]=[CH:21][C:13]=2[O:12][CH3:11])[NH:7][N:6]=1)([CH3:4])[CH3:3]. Procedure details: To a stirred solution of 1.39 g of 3-tert.-butyl-5-amino-1H-pyrazole in 50 ml of benzene were added in one portion 2.01 g of 2,6-dimethoxybenzoyl chloride. The reaction mixture was heated at reflux for sixteen hours. The reaction mixture was then cooled, filtered, and the solvent was removed from the filtrate by evaporation. The residue was crystallized from ethyl acetate to provide 550 mg of N-[3-(1,1-dimethylethyl)-1H-pyrazol-5-yl]-2,6-dimethoxybenzamide.